From a dataset of the Open Reaction Database (ORD), a public repository of structured organic reaction records. describe an organic reaction: reactants, conditions, products, and yield The reactants are C(C)(C)(C)N (tert-Butylamine), S1C(=CC=C1)S(=O)(=O)Cl (Thiophene-2-sulfonyl chloride), C1(=CC=CC=C1)C (Toluene). The solvent is C(Cl)(Cl)Cl (CHCl3), C(Cl)(Cl)Cl (CHCl3). Conditions: time 1 hour. Yields the product C(C)(C)(C)NS(=O)(=O)C=1SC=CC1 (N-tert-Butylthiophene-2-sulfonamide). As a reaction SMILES: [S:1]1[CH:5]=[CH:4][CH:3]=[C:2]1[S:6](Cl)(=[O:8])=[O:7].[C:10]([NH2:14])([CH3:13])([CH3:12])[CH3:11].C1(C)C=CC=CC=1>C(Cl)(Cl)Cl>[C:10]([NH:14][S:6]([C:2]1[S:1][CH:5]=[CH:4][CH:3]=1)(=[O:8])=[O:7])([CH3:13])([CH3:12])[CH3:11]. Reported procedure: Thiophene-2-sulfonyl chloride (15 g, 0.082 mol) was dissolved in CHCl3 (200 mL) under N2 atmosphere and then cooled to 0° C. tert-Butylamine (25.9 mL, 0.246 mol) dissolved in CHCl3 (50 mL) was then added dropwise to the reaction mixture. The reaction mixture was stirred for 1 h at room temperature and then at reflux for 10 min. Toluene (700 mL) was added and the organic phase was washed with water (3×50 mL), dried, and concentrated in vacuo. The sub-title product was used without further purific... The reactants are ClC=1C=C(CO)C=C(C1O)CCC (3-chloro-4-hydroxy-5-propylbenzyl alcohol), BrC(C(=O)OC)C1=CC2=C(C=C1)OCO2 (methyl α-bromo-3,4-methylenedioxyphenylacetate), C([O-])([O-])=O.[K+].[K+] (potassium carbonate). Run in CC(=O)C (acetone). Product: ClC1=C(OC(C(=O)OC)C2=CC3=C(C=C2)OCO3)C(=CC(=C1)CO)CCC (methyl 2-(2-chloro-4-hydroxymethyl-6-propylphenoxy)-2-(3,4-methylenedioxyphenyl)acetate). Yield: 81.0%. As a reaction SMILES: [Cl:1][C:2]1[CH:3]=[C:4]([CH:7]=[C:8]([CH2:11][CH2:12][CH3:13])[C:9]=1[OH:10])[CH2:5][OH:6].Br[CH:15]([C:20]1[CH:25]=[CH:24][C:23]2[O:26][CH2:27][O:28][C:22]=2[CH:21]=1)[C:16]([O:18][CH3:19])=[O:17].C(=O)([O-])[O-].[K+].[K+]>CC(C)=O>[Cl:1][C:2]1[CH:3]=[C:4]([CH2:5][OH:6])[CH:7]=[C:8]([CH2:11][CH2:12][CH3:13])[C:9]=1[O:10][CH:15]([C:20]1[CH:25]=[CH:24][C:23]2[O:26][CH2:27][O:28][C:22]=2[CH:21]=1)[C:16]([O:18][CH3:19])=[O:17] |f:2.3.4|. Procedure: To a solution of 0.280 g (1.40 mmol) of the product of step C and 0.762 g () of methyl α-bromo-3,4-methylenedioxyphenylacetate in 3.0 mL of acetone was added 0.386 g (2.80 mmol) of finely powdered potassium carbonate and the mixture was stirred and heated at reflux for 2 hours. At this point, the reaction mixture was cooled to room temperature, filtered, and evaporated in vacuo. The residue was purified on a silica gel flash chromatography column eluted with 30% EtOAc-hexane. Evaporation of the ... RXN SMILES: [CH3:1][O:2][C:3]1[C:12]2[NH:11][CH2:10][C@@H:9]3[CH2:13][N:14](C(OC(C)(C)C)=O)[CH2:15][C@@H:8]3[C:7]=2[CH:6]=[CH:5][CH:4]=1.FC(F)(F)C(O)=O>C(Cl)Cl>[CH3:1][O:2][C:3]1[C:12]2[NH:11][CH2:10][C@@H:9]3[CH2:13][NH:14][CH2:15][C@@H:8]3[C:7]=2[CH:6]=[CH:5][CH:4]=1. The product is COC1=CC=CC=2[C@@H]3[C@H](CNC12)CNC3 ((±)-cis 6-Methoxy-2,3,3a,4,5,9b-hexahydro-1H-pyrrolo[3,4-c]quinoline). Procedure details: To a solution of (±)-cis tert-butyl 6-methoxy-3,3a,4,5-tetrahydro-1H-pyrrolo[3,4-c]quinoline-2(9bH)-carboxylate (25 mg, 0.082 mmol) in 4 mL methylene chloride was added 1 mL trifluoroacetic acid. The reaction was allowed to stir at ambient temperature for 2 h and then was concentrated in vacuo to afford a TFA salt. This material was free-based by partitioning between methylene chloride and aq. ammonium hydroxide. The organics were washed with brine, dried (Na2SO4) and concentrated to afford 10 m... The solvent is C(Cl)Cl (methylene chloride). Conditions: time 2 hour. Starting materials: COC1=CC=CC=2[C@@H]3[C@H](CNC12)CN(C3)C(=O)OC(C)(C)C ((±)-cis tert-butyl 6-methoxy-3,3a,4,5-tetrahydro-1H-pyrrolo[3,4-c]quinoline-2(9bH)-carboxylate), FC(C(=O)O)(F)F (trifluoroacetic acid). Reactants: O=C(c1cccc(Br)c1)N1Cc2cccn2Cc2ccccc21, O=C([O-])[O-], COCCOC, [K+], [K+], Cc1ccccc1B(O)O. Yields the product Cc1ccccc1-c1cccc(C(=O)N2Cc3cccn3Cc3ccccc32)c1. RXN SMILES: [Br:1][c:2]1[cH:3][c:4]([C:5](=[O:6])[N:7]2[CH2:8][c:9]3[n:10]([cH:18][cH:19][cH:20]3)[CH2:11][c:12]3[c:13]2[cH:14][cH:15][cH:16][cH:17]3)[cH:21][cH:22][cH:23]1.[C:34](=[O:35])([O-:36])[O-:37].[CH3:40][O:41][CH2:42][CH2:43][O:44][CH3:45].[K+:38].[K+:39].[c:24]1([CH3:33])[c:25]([B:30]([OH:31])[OH:32])[cH:26][cH:27][cH:28][cH:29]1>>[c:2]1(-[c:25]2[c:24]([CH3:33])[cH:29][cH:28][cH:27][cH:26]2)[cH:3][c:4]([C:5](=[O:6])[N:7]2[CH2:8][c:9]3[n:10]([cH:18][cH:19][cH:20]3)[CH2:11][c:12]3[c:13]2[cH:14][cH:15][cH:16][cH:17]3)[cH:21][cH:22][cH:23]1. The solvent is C(Cl)Cl (DCM). Reported procedure: A solution of 2.50 g (4.38 mmol) (R)-2-(4-benzyloxy-3,5-dimethyl-phenyl)-1-carboxy-ethyl 4-(5-oxo-3-phenyl-4,5-dihydro-1,2,4-triazol-1-yl)-piperidine-1-carboxylate in 50 mL DCM was combined with 250 mg 10% Pd/C and hydrogenated at RT and 3 bar hydrogen pressure for 4.5 h. To complete the reaction a further 250 mg of catalyst were added, the mixture was hydrogenated for 12 h at 40° C., combined with 25 mL THF and 250 mg catalyst and hydrogenated for a further 12 h at 40° C. The catalyst was remov... Reaction conditions: time 12 hour. Reactants: O=C1NC(=NN1C1CCN(CC1)C(=O)O[C@H](CC1=CC(=C(C(=C1)C)OCC1=CC=CC=C1)C)C(=O)O)C1=CC=CC=C1 ((R)-2-(4-benzyloxy-3,5-dimethyl-phenyl)-1-carboxy-ethyl 4-(5-oxo-3-phenyl-4,5-dihydro-1,2,4-triazol-1-yl)-piperidine-1-carboxylate), C1CCOC1 (THF), [H][H] (hydrogen). Reagents/catalysts: catalyst, [Pd] (Pd/C), catalyst. Reaction SMILES: [O:1]=[C:2]1[N:6]([CH:7]2[CH2:12][CH2:11][N:10]([C:13]([O:15][C@@H:16]([C:34]([OH:36])=[O:35])[CH2:17][C:18]3[CH:23]=[C:22]([CH3:24])[C:21]([O:25]CC4C=CC=CC=4)=[C:20]([CH3:33])[CH:19]=3)=[O:14])[CH2:9][CH2:8]2)[N:5]=[C:4]([C:37]2[CH:42]=[CH:41][CH:40]=[CH:39][CH:38]=2)[NH:3]1.[H][H].C1COCC1>C(Cl)Cl.[Pd]>[O:1]=[C:2]1[N:6]([CH:7]2[CH2:12][CH2:11][N:10]([C:13]([O:15][C@@H:16]([C:34]([OH:36])=[O:35])[CH2:17][C:18]3[CH:23]=[C:22]([CH3:24])[C:21]([OH:25])=[C:20]([CH3:33])[CH:19]=3)=[O:14])[CH2:9][CH2:8]2)[N:5]=[C:4]([C:37]2[CH:38]=[CH:39][CH:40]=[CH:41][CH:42]=2)[NH:3]1. Yields the product O=C1NC(=NN1C1CCN(CC1)C(=O)O[C@H](CC1=CC(=C(C(=C1)C)O)C)C(=O)O)C1=CC=CC=C1 ((R)-1-carboxy-2-(4-hydroxy-3,5-dimethyl-phenyl)-ethyl 4-(5-oxo-3-phenyl-4,5-dihydro-1,2,4-triazol-1-yl)-piperidine-1-carboxylate). The reactants are O.NN (hydrazine hydrate), C(C=1C(O)=CC=CC1)(=O)O (salicylic acid), COS(=O)(=O)[O-].CC=1C=CC=C2[NH+]=C3C=CC=CC3=NC12 (9-methylphenazinium methylsulphate), C(C)(=O)O (acetic acid). The reagents and catalysts are [Ni] (Raney nickel), [Ni] (nickel). The solvent is O (water). The product is OC1=C(C(=O)O)C=CC=C1O (2,3-dihydroxybenzoic acid). Yield: 861.3%. RXN SMILES: [C:1]([OH:10])(=[O:9])[C:2]1[C:3](=[CH:5][CH:6]=[CH:7][CH:8]=1)[OH:4].C[O:12]S([O-])(=O)=O.CC1C=CC=C2C=1N=C1C(C=CC=C1)=[NH+]2.C(O)(=O)C.O.NN>O.[Ni]>[OH:4][C:3]1[C:5]([OH:12])=[CH:6][CH:7]=[CH:8][C:2]=1[C:1]([OH:10])=[O:9] |f:1.2,4.5|. Reported procedure: 0.15 g of salicylic acid and 0.03 g of 9-methylphenazinium methylsulphate are placed into a reactor and dissolved in 100 ml of water acidified by acetic acid to the pH=3.0; then 3.0 ml of hydrazine hydrate and 0.5 g of Raney nickel are added thereto. Thereafter, the reaction mixture is maintained for 4 hours under vigorous stirring. Then nickel is filtered-off, the resulting mixture is evaporated to 10 ml and extracted with chloroform. After cooling the precipitated desired product is crystalliz... The reactants are COC(=O)c1ccc2c(c1)N(S(=O)(=O)c1cc(C)ccc1OC)CCC2, CO, [K+], C1CCOC1, [OH-], O. Yields the product COc1ccc(C)cc1S(=O)(=O)N1CCCc2ccc(C(=O)O)cc21. Reaction SMILES: [CH3:1][O:2][C:3](=[O:4])[c:5]1[cH:6][cH:7][c:8]2[c:13]([cH:14]1)[N:12]([S:15](=[O:16])(=[O:17])[c:18]1[c:19]([O:25][CH3:26])[cH:20][cH:21][c:22]([CH3:24])[cH:23]1)[CH2:11][CH2:10][CH2:9]2.[CH3:30][OH:31].[K+:28].[O:32]1[CH2:33][CH2:34][CH2:35][CH2:36]1.[OH-:27].[OH2:29]>>[O:2]=[C:3]([OH:4])[c:5]1[cH:6][cH:7][c:8]2[c:13]([cH:14]1)[N:12]([S:15](=[O:16])(=[O:17])[c:18]1[c:19]([O:25][CH3:26])[cH:20][cH:21][c:22]([CH3:24])[cH:23]1)[CH2:11][CH2:10][CH2:9]2. The reactants are O=C([O-])[O-], CCCCOc1nc(N)c2[nH]c(=O)n(CCCBr)c2n1, Cc1ccc(CN2CCNCC2)cc1, [K+], [K+], CN(C)C=O. Product: CCCCOc1nc(N)c2[nH]c(=O)n(CCCN3CCN(Cc4ccc(C)cc4)CC3)c2n1. Reaction SMILES: [C:21](=[O:22])([O-:23])[O-:24].[CH2:1]([CH2:2][CH2:3][CH3:4])[O:5][c:6]1[n:7][c:8]([NH2:20])[c:9]2[nH:10][c:11](=[O:19])[n:12]([CH2:15][CH2:16][CH2:17][Br:18])[c:13]2[n:14]1.[CH3:27][c:28]1[cH:29][cH:30][c:31]([CH2:32][N:33]2[CH2:34][CH2:35][NH:36][CH2:37][CH2:38]2)[cH:39][cH:40]1.[K+:25].[K+:26].[O:41]=[CH:42][N:43]([CH3:44])[CH3:45]>>[CH2:1]([CH2:2][CH2:3][CH3:4])[O:5][c:6]1[n:7][c:8]([NH2:20])[c:9]2[nH:10][c:11](=[O:19])[n:12]([CH2:15][CH2:16][CH2:17][N:36]3[CH2:35][CH2:34][N:33]([CH2:32][c:31]4[cH:30][cH:29][c:28]([CH3:27])[cH:40][cH:39]4)[CH2:38][CH2:37]3)[c:13]2[n:14]1. Starting materials: OCC=1C=C(C=CC1)SC1=NC=C(C#N)C=C1 (6-(3-(hydroxymethyl)phenylthio) nicotinonitrile), OC1=C(C=CC(=C1C)O)C(C)=O (1-(2,4-dihydroxy-3-methylphenyl)ethanone). Product: C(C)(=O)C1=C(C(=C(OCC=2C=C(C=CC2)SC2=NC=C(C#N)C=C2)C=C1)C)O (6-(3-((4-acetyl-3-hydroxy-2-methylphenoxy)methyl)phenylthio) nicotinonitrile). The yield is 127.6%. RXN SMILES: [OH:1][CH2:2][C:3]1[CH:4]=[C:5]([S:9][C:10]2[CH:17]=[CH:16][C:13]([C:14]#[N:15])=[CH:12][N:11]=2)[CH:6]=[CH:7][CH:8]=1.[OH:18][C:19]1[C:24]([CH3:25])=[C:23](O)[CH:22]=[CH:21][C:20]=1[C:27](=[O:29])[CH3:28]>>[C:27]([C:20]1[CH:21]=[CH:22][C:23]([O:1][CH2:2][C:3]2[CH:4]=[C:5]([S:9][C:10]3[CH:17]=[CH:16][C:13]([C:14]#[N:15])=[CH:12][N:11]=3)[CH:6]=[CH:7][CH:8]=2)=[C:24]([CH3:25])[C:19]=1[OH:18])(=[O:29])[CH3:28]. Procedure details: Using the method of Preparation 166 using 6-(3-(hydroxymethyl)phenylthio) nicotinonitrile (1.46 g, 6.02 mmol) and 1-(2,4-dihydroxy-3-methylphenyl)ethanone (1.00 g, 6.02 mmol) affords the title compound (3.00 g). MS (APCI-neg) m/z (rel intensity): 389 (M−H, 100%).